Dataset: the Open Reaction Database (ORD), a public repository of structured organic reaction records. Task: describe an organic reaction: reactants, conditions, products, and yield Starting materials: FC1=C(C(=O)O)C=CC(=C1)[N+](=O)[O-] (2-fluoro-4-nitrobenzoic acid), CN(C)C=O (DMF), C(C(=O)Cl)(=O)Cl (oxalyl chloride). The solvent is C(Cl)Cl (CH2Cl2). Reaction conditions: time 1.5 hour. Yields the product FC1=C(C(=O)N)C=CC(=C1)[N+](=O)[O-] (2-fluoro-4-nitrobenzamide). Reaction SMILES: [F:1][C:2]1[CH:10]=[C:9]([N+:11]([O-:13])=[O:12])[CH:8]=[CH:7][C:3]=1[C:4](O)=[O:5].C[N:15](C=O)C.C(Cl)(=O)C(Cl)=O>C(Cl)Cl>[F:1][C:2]1[CH:10]=[C:9]([N+:11]([O-:13])=[O:12])[CH:8]=[CH:7][C:3]=1[C:4]([NH2:15])=[O:5]. Procedure: To 2-fluoro-4-nitrobenzoic acid suspended in CH2Cl2 under Ar was added DMF then oxalyl chloride. The reaction was stirred at room temperature 1.5 h then the solvent was evaporated. The residue was dissolved in THF and ammonia gas was bubbled through the reaction for 15 min. The solvent was evaporated and the residue partitioned between EtOAc and water. The aqueous layer was extracted with EtOAc. The extracts were dried (MgSO4), filtered, and evaporated. Column chromatography (SiO2, 0-100% EtOAc/... The reactants are CC1=NC=C2N1C(N(C2)CC2CCN(CC2)C(=O)OC(C)(C)C)=O (tert-butyl 4-((5-methyl-3-oxo-1H-imidazo[1,5-c]imidazol-2(3H)-yl)methyl)-1-piperidinecarboxylate), Cl (hydrochloric acid). Run in C(C)O (ethanol). Product: Cl.Cl.CC1=NC=C2N1C(N(C2)CC2CCNCC2)=O (5-methyl-2-(4-piperidinyl)methyl-1,2-dihydro-3H-imidazo[1,5-c]imidazol-3-one dihydrochloride). Isolated yield 78.0%. RXN SMILES: [CH3:1][C:2]1[N:6]2[C:7](=[O:24])[N:8]([CH2:10][CH:11]3[CH2:16][CH2:15][N:14](C(OC(C)(C)C)=O)[CH2:13][CH2:12]3)[CH2:9][C:5]2=[CH:4][N:3]=1.[ClH:25]>C(O)C>[ClH:25].[ClH:25].[CH3:1][C:2]1[N:6]2[C:7](=[O:24])[N:8]([CH2:10][CH:11]3[CH2:16][CH2:15][NH:14][CH2:13][CH2:12]3)[CH2:9][C:5]2=[CH:4][N:3]=1 |f:3.4.5|. Reported procedure: To tert-butyl 4-((5-methyl-3-oxo-1H-imidazo[1,5-c]imidazol-2(3H)-yl)methyl)-1-piperidinecarboxylate (3.5 g) obtained in Example 85a) was added concentrated hydrochloric acid (10 ml), and mixed for 10 minutes. To the reaction mixture was added ethanol, and the solvent was distilled off under reduced pressure. To the residue was further added ethanol, and the solvent was distilled off under reduced pressure. To the residue was added isopropyl alcohol, and the precipitate was collected by filtratio...